From a dataset of the Open Reaction Database (ORD), a public repository of structured organic reaction records. describe an organic reaction: reactants, conditions, products, and yield The reactants are Rh(CO)2, C=CCCCC (1-hexene), C=CC=C (Butadiene), pentenals, oxo, C=CCCCC (1-hexene), C(CCCC)=O (valeraldehyde), C=CC=C (butadiene), C=CC=C (butadiene), Ligand A, C(CCCCC=O)=O (adipaldehyde), C(CCCCCC)=O (heptanal), C=CCCCC (1-hexene), C=CC=C (Butadiene), C=CC=C (Butadiene), dialdehyde, Ligand A, C=CCCCC (1-hexene). The solvent is O1CCCC1 (tetrahydrofuran), CN1C(CCC1)=O (N-methylpyrrolidone). Product: C=CC=C.C=CCCCC (Butadiene 1-Hexene). As a reaction SMILES: [CH2:1]=[CH:2][CH2:3][CH2:4]CC.C=CC=C.C(=O)CCCC.[CH:17](=O)[CH2:18][CH2:19][CH2:20][CH2:21][CH:22]=O.C(=O)CCCCCC>O1CCCC1.CN1CCCC1=O>[CH2:1]=[CH:2][CH:3]=[CH2:4].[CH2:17]=[CH:18][CH2:19][CH2:20][CH2:21][CH3:22] |f:7.8|. Procedure details: A catalyst solution consisting of 0.019 g Rh(CO)2 (acac) (300 ppm rhodium), 0.99 g Ligand A (14:1 Ligand A to rhodium ratio), 2.2 g N-methylpyrrolidone (as an internal standard), 2 mL 1-hexene, and 25 mL tetrahydrofuran was charged to a 100 mL Parr reactor. Butadiene (2 mL) was charged to the reactor as a liquid under pressure. The reaction was pressurized to 500 psi with 1:1 CO:H2. The reaction rate for 1-hexene and butadiene was determined by monitoring 1-hexene conversion and the formation of... Reactants: CC1=CC(CCC1(C)C)=O (3,4,4-trimethylcyclohex-2-enone), C(C)(=O)[O-].[Na+] (sodium acetate), S(=O)(=O)(O)O.NO (hydroxylamine sulfate), [H-].[Al+3].[Li+].[H-].[H-].[H-] (lithium aluminum hydride), S(=O)(=O)([O-])[O-].[Na+].[Na+] (sodium sulfate). The solvent is C(C)O.O (ethanol water). Conditions: time 2 hour. Yields the product CC1=CC(CCC1(C)C)N (3,4,4-Trimethylcyclohex-2-enamine). RXN SMILES: [CH3:1][C:2]1[C:7]([CH3:9])([CH3:8])[CH2:6][CH2:5][C:4](=O)[CH:3]=1.C([O-])(=O)C.[Na+].S(O)(O)(=O)=O.[NH2:21]O.[H-].[Al+3].[Li+].[H-].[H-].[H-].S([O-])([O-])(=O)=O.[Na+].[Na+]>C(O)C.O>[CH3:1][C:2]1[C:7]([CH3:9])([CH3:8])[CH2:6][CH2:5][CH:4]([NH2:21])[CH:3]=1 |f:1.2,3.4,5.6.7.8.9.10,11.12.13,14.15|. Reported procedure: An ethanol-water solution (1:3, 4 mL) of 3,4,4-trimethylcyclohex-2-enone (500 mg, 3.62 mmol) and sodium acetate (356 mg, 4.35 mmol) was stirred with hydroxylamine sulfate (475 mg, 2.89 mmol) at 70° C. for 40 hours. After completion of the reaction, the reaction solution was extracted with ethyl acetate, and the resulting organic layer was evaporated under reduced pressure. The resulting residue was dissolved in tetrahydrofuran (5 mL), mixed with lithium aluminum hydride (412 mg, 10.9 mmol) at 0°... The reactants are C(C)(C)(C)OC(=O)NCC1CN(CC1)CCCCN (4-(3-tert-Butoxycarbonylaminomethylpyrrolidin-1-yl)butylamine), C1(CCCCC1)C(=O)Cl (cyclohexanecarbonyl chloride), NC1=CC(=C(C(=O)O)C=C1Cl)OC (4-amino-5-chloro-2-methoxybenzoic acid). Product: NC1=CC(=C(C(=O)NCC2CN(CC2)CCCCNC(=O)C2CCCCC2)C=C1Cl)OC (4-amino-5-chloro-N-(1-(4-cyclohexanecarbonylaminobutyl)pyrrolidin-3-ylmethyl)-2-methoxybenzamide). RXN SMILES: C(O[C:6]([NH:8][CH2:9][CH:10]1[CH2:14][CH2:13][N:12]([CH2:15][CH2:16][CH2:17][CH2:18][NH2:19])[CH2:11]1)=[O:7])(C)(C)C.[CH:20]1([C:26](Cl)=[O:27])[CH2:25][CH2:24][CH2:23][CH2:22][CH2:21]1.[NH2:29][C:30]1[C:38]([Cl:39])=[CH:37][C:33](C(O)=O)=[C:32]([O:40][CH3:41])[CH:31]=1>>[NH2:29][C:30]1[C:38]([Cl:39])=[CH:37][C:33]([C:6]([NH:8][CH2:9][CH:10]2[CH2:14][CH2:13][N:12]([CH2:15][CH2:16][CH2:17][CH2:18][NH:19][C:26]([CH:20]3[CH2:25][CH2:24][CH2:23][CH2:22][CH2:21]3)=[O:27])[CH2:11]2)=[O:7])=[C:32]([O:40][CH3:41])[CH:31]=1. Reported procedure: 4-(3-tert-Butoxycarbonylaminomethylpyrrolidin-1-yl)butylamine (1.00 g) as starting compound was reacted and treated in the same manner as in Example 1 using cyclohexanecarbonyl chloride (0.49 ml) and 4-amino-5-chloro-2-methoxybenzoic acid (0.74 g) to give 4-amino-5-chloro-N-(1-(4-cyclohexanecarbonylaminobutyl)pyrrolidin-3-ylmethyl)-2-methoxybenzamide. The solvent is CN(C)C=O (DMF), CN(C)C=O (DMF), O (H2O). Procedure details: To a solution of 0.425 g (1 mmol) of desired ([4-(4-fluorobutoxy)-benzenesulfonyl]-(4-methoxy-benzyl)-amino)-acetic acid and 0.27 g (2 mmol) of HOBT in 4 ml of DMF, a solution of 0.116 g of O-(1-methoxy-1-methyl-ethyl)-hydroxylamine in 1 ml of DMF and 0.23 g of WSCD were successively added at 0-5° C. and the mixture was stirred for 1 h. After stirring for additional 2 h at r.t., the mixture is diluted with H2O and extracted with AcOEt. The combined extracts are dried over MgSO4 and concentrated ... Product: FCCCCOC1=CC=C(C=C1)S(=O)(=O)N(CC(=O)NOC(C)(C)OCC)CC1=CC=C(C=C1)OC (2-([4-(4-fluorobutoxy)-benzenesulfonyl](4-methoxy-benzyl)amino)-N-(1-ethoxy-1-methyl ethoxy)acetamide). Reaction SMILES: [F:1][CH2:2][CH2:3][CH2:4][CH2:5][O:6][C:7]1[CH:12]=[CH:11][C:10]([S:13]([N:16]([CH2:26][C:27]([OH:29])=O)[CH2:17][C:18]2[CH:23]=[CH:22][C:21]([O:24][CH3:25])=[CH:20][CH:19]=2)(=[O:15])=[O:14])=[CH:9][CH:8]=1.[CH:30]1C=CC2N(O)N=NC=2C=1.[CH3:40][O:41][C:42]([O:45][NH2:46])([CH3:44])[CH3:43]>CN(C=O)C.O>[F:1][CH2:2][CH2:3][CH2:4][CH2:5][O:6][C:7]1[CH:12]=[CH:11][C:10]([S:13]([N:16]([CH2:17][C:18]2[CH:23]=[CH:22][C:21]([O:24][CH3:25])=[CH:20][CH:19]=2)[CH2:26][C:27]([NH:46][O:45][C:42]([O:41][CH2:40][CH3:30])([CH3:44])[CH3:43])=[O:29])(=[O:15])=[O:14])=[CH:9][CH:8]=1. Run at time 1 hour. Reactants: FCCCCOC1=CC=C(C=C1)S(=O)(=O)N(CC1=CC=C(C=C1)OC)CC(=O)O (([4-(4-fluorobutoxy)-benzenesulfonyl]-(4-methoxy-benzyl)-amino)-acetic acid), C=1C=CC2=C(C1)N=NN2O (HOBT), COC(C)(C)ON (O-(1-methoxy-1-methyl-ethyl)-hydroxylamine). Reactants: ClC=1N=C(C2=C(N1)C(=NC=N2)SCC2=CC=C(C=C2)F)N2CCS(CC2)=O (2-chloro-8-(4-fluorobenzyl-thio)-4-(1-oxido-thiomorpholino)-pyrimido-[5,4-d]-pyrimidine), C(=O)N1CCNCC1 (N-formyl-piperazine). The solvent is ClC=1N=C(C2=C(N1)C(=NC=N2)Cl)N2CCS(CC2)=O (2,8-Dichloro-4-(1-oxido-thiomorpholino)-pyrimido[5,4-d]pyrimidine). Product: FC1=CC=C(CSC2=NC=NC3=C2N=C(N=C3N3CCS(CC3)=O)N3CCN(CC3)C=O)C=C1 (8-(4-Fluorobenzyl-thio)-2-(N-formyl-piperazino)-4-(1-oxido-thiomorpholino)-pyrimido-[5,4-d]-pyrimidine). RXN SMILES: Cl[C:2]1[N:3]=[C:4]([N:21]2[CH2:26][CH2:25][S:24](=[O:27])[CH2:23][CH2:22]2)[C:5]2[N:11]=[CH:10][N:9]=[C:8]([S:12][CH2:13][C:14]3[CH:19]=[CH:18][C:17]([F:20])=[CH:16][CH:15]=3)[C:6]=2[N:7]=1.[CH:28]([N:30]1[CH2:35][CH2:34][NH:33][CH2:32][CH2:31]1)=[O:29]>ClC1N=C(N2CCS(=O)CC2)C2N=CN=C(Cl)C=2N=1>[F:20][C:17]1[CH:18]=[CH:19][C:14]([CH2:13][S:12][C:8]2[C:6]3[N:7]=[C:2]([N:33]4[CH2:34][CH2:35][N:30]([CH:28]=[O:29])[CH2:31][CH2:32]4)[N:3]=[C:4]([N:21]4[CH2:26][CH2:25][S:24](=[O:27])[CH2:23][CH2:22]4)[C:5]=3[N:11]=[CH:10][N:9]=2)=[CH:15][CH:16]=1. Procedure details: This compound was prepared analogous to Example 93 from 2-chloro-8-(4-fluorobenzyl-thio)-4-(1-oxido-thiomorpholino)-pyrimido-[5,4-d]-pyrimidine (m.p.: 192°-194° C.) and N-formyl-piperazine in dioxane. Reactants: C(C1=CC=CC=C1)OC1=C(C=C(C=C1OC)/C=C/CO)OC ((E)-3-(4-benzyloxy-3,5-dimethoxyphenyl)-2-propen-1-ol). The reagents and catalysts are [O-2].[O-2].[Mn+4] (manganese dioxide). Yields the product C(C1=CC=CC=C1)OC1=C(C=C(C=CC=O)C=C1OC)OC (4-benzyloxy-3,5-dimethoxycinnamaldehyde). As a reaction SMILES: [CH2:1]([O:8][C:9]1[C:14]([O:15][CH3:16])=[CH:13][C:12](/[CH:17]=[CH:18]/[CH2:19][OH:20])=[CH:11][C:10]=1[O:21][CH3:22])[C:2]1[CH:7]=[CH:6][CH:5]=[CH:4][CH:3]=1>[O-2].[O-2].[Mn+4]>[CH2:1]([O:8][C:9]1[C:14]([O:15][CH3:16])=[CH:13][C:12]([CH:17]=[CH:18][CH:19]=[O:20])=[CH:11][C:10]=1[O:21][CH3:22])[C:2]1[CH:3]=[CH:4][CH:5]=[CH:6][CH:7]=1 |f:1.2.3|. Procedure: In substantially the same manner as in Reference Example 35, (E)-3-(4-benzyloxy-3,5-dimethoxyphenyl)-2-propen-1-ol was subjected to oxidation reaction with activated manganese dioxide to yield 4-benzyloxy-3,5-dimethoxycinnamaldehyde. The product was recrystallized from ethyl acetate-hexane to give colorless plates, m.p.114-115° C. Reactants: BrB(Br)Br, O=C([O-])O, CO, COc1cccc2c1C=CCO2, ClC(Cl)Cl. Product: C1=Cc2ccccc2OC1. Reaction SMILES: [B:13]([Br:14])([Br:15])[Br:16].[C:19](=[O:20])([OH:21])[O-:22].[CH3:17][OH:18].[CH3:1][O:2][c:3]1[cH:4][cH:5][cH:6][c:7]2[c:8]1[CH:9]=[CH:10][CH2:11][O:12]2.[CH:23]([Cl:24])([Cl:25])[Cl:26]>>[cH:3]1[cH:4][cH:5][cH:6][c:7]2[c:8]1[CH:9]=[CH:10][CH2:11][O:12]2. The reactants are OC=1C=CC(=NC1)C(=O)O (5-hydroxypicolinic acid), Cl.CNOC (N,O-dimethylhydroxylamine hydrochloride). Yields the product OC=1C=CC(=NC1)C(=O)N(C)OC (5-hydroxy-N-methoxy-N-methylpicolinamide). Yield: 52.0%. As a reaction SMILES: [OH:1][C:2]1[CH:3]=[CH:4][C:5]([C:8]([OH:10])=O)=[N:6][CH:7]=1.Cl.[CH3:12][NH:13][O:14][CH3:15]>>[OH:1][C:2]1[CH:3]=[CH:4][C:5]([C:8]([N:13]([O:14][CH3:15])[CH3:12])=[O:10])=[N:6][CH:7]=1 |f:1.2|. Procedure details: Following the same procedure as described in example 41, step A, 5-hydroxypicolinic acid (6.2 g, 1.0 eq) was reacted with N,O-dimethylhydroxylamine hydrochloride (5.2 g, 1.2 eq) to get the desired product with column chromatography (4.25 g, 52% yield).